This data is from the Open Reaction Database (ORD), a public repository of structured organic reaction records. The task is: describe an organic reaction: reactants, conditions, products, and yield The reactants are CC(C)(C)C(NC(=O)C(CC(=O)OCc1ccccc1)n1ccc(-c2ccc(-c3ccc(C(N)=O)cc3)cc2)c1)C(=O)Nc1ccncc1, CO, CCOC(C)=O. Product: CC(C)(C)C(NC(=O)C(CC(=O)O)n1ccc(-c2ccc(-c3ccc(C(N)=O)cc3)cc2)c1)C(=O)Nc1ccncc1. RXN SMILES: [CH2:1]([c:2]1[cH:3][cH:4][cH:5][cH:6][cH:7]1)[O:8][C:9]([CH2:10][CH:11]([C:12](=[O:13])[NH:14][CH:15]([C:16]([CH3:17])([CH3:18])[CH3:19])[C:20]([NH:21][c:22]1[cH:23][cH:24][n:25][cH:26][cH:27]1)=[O:28])[n:29]1[cH:30][c:31](-[c:34]2[cH:35][cH:36][c:37](-[c:40]3[cH:41][cH:42][c:43]([C:46]([NH2:47])=[O:48])[cH:44][cH:45]3)[cH:38][cH:39]2)[cH:32][cH:33]1)=[O:49].[CH3:50][OH:51].[CH3:52][CH2:53][O:54][C:55]([CH3:56])=[O:57]>>[O:8]=[C:9]([CH2:10][CH:11]([C:12](=[O:13])[NH:14][CH:15]([C:16]([CH3:17])([CH3:18])[CH3:19])[C:20]([NH:21][c:22]1[cH:23][cH:24][n:25][cH:26][cH:27]1)=[O:28])[n:29]1[cH:30][c:31](-[c:34]2[cH:35][cH:36][c:37](-[c:40]3[cH:41][cH:42][c:43]([C:46]([NH2:47])=[O:48])[cH:44][cH:45]3)[cH:38][cH:39]2)[cH:32][cH:33]1)[OH:49]. Starting materials: C(#N)C1=C(C=C(C=C1)N1C=CC2=CC(=CC=C12)C(=O)OC)F (Methyl 1-(4-cyano-3-fluorophenyl)-indole-5-carboxylate), C(=O)([O-])[O-].[K+].[K+] (K2CO3). The solvent is O (water), CO (MeOH). Reaction conditions: temperature 75 celsius. The product is C(#N)C1=C(C=C(C=C1)N1C=CC2=CC(=CC=C12)C(=O)OC)OC (Methyl 1-(4-cyano-3-methoxyphenyl)-indole-5-carboxylate). The yield is 102.0%. RXN SMILES: [C:1]([C:3]1[CH:8]=[CH:7][C:6]([N:9]2[C:17]3[C:12](=[CH:13][C:14]([C:18]([O:20][CH3:21])=[O:19])=[CH:15][CH:16]=3)[CH:11]=[CH:10]2)=[CH:5][C:4]=1F)#[N:2].[C:23]([O-])([O-])=[O:24].[K+].[K+]>CO.O>[C:1]([C:3]1[CH:8]=[CH:7][C:6]([N:9]2[C:17]3[C:12](=[CH:13][C:14]([C:18]([O:20][CH3:21])=[O:19])=[CH:15][CH:16]=3)[CH:11]=[CH:10]2)=[CH:5][C:4]=1[O:24][CH3:23])#[N:2] |f:1.2.3|. Reported procedure: A solution of 95 mg (0.32 mmol) of compound 9m was combined with 120 mg (0.87 mmol) of K2CO3 in 8 mL of MeOH and heated at 75° C. for 5 h. The mixture was cooled, diluted with water, and extracted with CH2Cl2. The organic solution was concentrated to give 100 mg (100%) of 9n as a white solid. Starting materials: CC(c1ccc2c(c1)ncn2-c1cccc(Br)c1)N1C(=O)c2ccccc2C1=O, CCCC[Sn](CCCC)(CCCC)c1cnccn1. The product is CC(c1ccc2c(c1)ncn2-c1cccc(-c2cnccn2)c1)N1C(=O)c2ccccc2C1=O. RXN SMILES: [Br:1][c:2]1[cH:3][c:4](-[n:8]2[cH:9][n:10][c:11]3[c:12]2[cH:13][cH:14][c:15]([CH:17]([CH3:18])[N:19]2[C:20](=[O:29])[c:21]4[cH:22][cH:23][cH:24][cH:25][c:26]4[C:27]2=[O:28])[cH:16]3)[cH:5][cH:6][cH:7]1.[CH2:30]([Sn:31]([CH2:32][CH2:33][CH2:34][CH3:41])([c:35]1[n:36][cH:37][cH:38][n:39][cH:40]1)[CH2:42][CH2:43][CH2:44][CH3:45])[CH2:46][CH2:47][CH3:48]>>[c:2]1(-[c:35]2[n:36][cH:37][cH:38][n:39][cH:40]2)[cH:3][c:4](-[n:8]2[cH:9][n:10][c:11]3[c:12]2[cH:13][cH:14][c:15]([CH:17]([CH3:18])[N:19]2[C:20](=[O:29])[c:21]4[cH:22][cH:23][cH:24][cH:25][c:26]4[C:27]2=[O:28])[cH:16]3)[cH:5][cH:6][cH:7]1. Starting materials: C=CCOC(=O)CCCC=CCC1C(Cl)CC(OC2CCCCO2)C1C=CC(O)CCCC(C)O[Si](C)(C)C(C)(C)C, CCCC[N+](CCCC)(CCCC)CCCC, C1CCOC1, [F-]. The product is C=CCOC(=O)CCCC=CCC1C(Cl)CC(OC2CCCCO2)C1C=CC(O)CCCC(C)O. Reaction SMILES: [C:1]([Si:2]([CH3:3])([CH3:4])[O:6][CH:7]([CH2:8][CH2:9][CH2:10][CH:11]([CH:12]=[CH:13][CH:14]1[CH:15]([CH2:27][CH:28]=[CH:29][CH2:30][CH2:31][CH2:32][C:33](=[O:34])[O:35][CH2:36][CH:37]=[CH2:38])[CH:16]([Cl:26])[CH2:17][CH:18]1[O:19][CH:20]1[O:21][CH2:22][CH2:23][CH2:24][CH2:25]1)[OH:39])[CH3:40])([CH3:5])([CH3:41])[CH3:42].[CH2:44]([N+:45]([CH2:46][CH2:47][CH2:48][CH3:49])([CH2:50][CH2:51][CH2:52][CH3:53])[CH2:54][CH2:55][CH2:56][CH3:57])[CH2:58][CH2:59][CH3:60].[CH2:61]1[O:62][CH2:63][CH2:64][CH2:65]1.[F-:43]>>[OH:6][CH:7]([CH2:8][CH2:9][CH2:10][CH:11]([CH:12]=[CH:13][CH:14]1[CH:15]([CH2:27][CH:28]=[CH:29][CH2:30][CH2:31][CH2:32][C:33](=[O:34])[O:35][CH2:36][CH:37]=[CH2:38])[CH:16]([Cl:26])[CH2:17][CH:18]1[O:19][CH:20]1[O:21][CH2:22][CH2:23][CH2:24][CH2:25]1)[OH:39])[CH3:40]. Starting materials: N1C(C(=O)O)CC1 (DL-AzeOH), C([C@@H](O)[C@H](O)C(=O)O)(=O)O (D-tartaric acid), O1CCOCC1 (1,4-dioxane). Run in O (water). Yields the product N1[C@H](C(=O)O)CC1.C(=O)([O-])[C@@H](O)[C@H](O)C(=O)[O-] (L-AzeOH D-tartrate). Reaction SMILES: [NH:1]1[CH2:7][CH2:6][CH:2]1[C:3]([OH:5])=[O:4].[C:8]([OH:17])(=[O:16])[C@H:9]([C@@H:11]([C:13]([OH:15])=[O:14])[OH:12])[OH:10].O1CCOCC1>O>[NH:1]1[CH2:7][CH2:6][C@H:2]1[C:3]([OH:5])=[O:4].[C:13]([C@H:11]([C@@H:9]([C:8]([O-:17])=[O:16])[OH:10])[OH:12])([O-:15])=[O:14] |f:4.5|. Procedure details: The method described in Example 1 above was followed using DL-AzeOH (2.9 g; 29 mmol), D-tartaric acid (4.3 g; 29 mmol), 1,4-dioxane (5.5 g) and water (4.5 g) to yield 3.4 g (109%, as calculated from the theoretical yield) of L-AzeOH-D-tartrate with a d.e. of 73%.